This data is from the Open Reaction Database (ORD), a public repository of structured organic reaction records. The task is: describe an organic reaction: reactants, conditions, products, and yield Yields the product CC1(c2ccc(O)cc2)CSc2cc(O)ccc2C1CCCCCCCCCNC(=C[N+](=O)[O-])NCCCC(F)(F)C(F)(F)F. Reaction SMILES: [CH3:30][S:31][C:32](=[CH:33][N+:34](=[O:35])[O-:36])[NH:37][CH2:38][CH2:39][CH2:40][C:41]([C:42]([F:43])([F:44])[F:45])([F:46])[F:47].[NH2:1][CH2:2][CH2:3][CH2:4][CH2:5][CH2:6][CH2:7][CH2:8][CH2:9][CH2:10][CH:11]1[C:12]([CH3:22])([c:23]2[cH:24][cH:25][c:26]([OH:29])[cH:27][cH:28]2)[CH2:13][S:14][c:15]2[cH:16][c:17]([OH:21])[cH:18][cH:19][c:20]21>>[NH:1]([CH2:2][CH2:3][CH2:4][CH2:5][CH2:6][CH2:7][CH2:8][CH2:9][CH2:10][CH:11]1[C:12]([CH3:22])([c:23]2[cH:24][cH:25][c:26]([OH:29])[cH:27][cH:28]2)[CH2:13][S:14][c:15]2[cH:16][c:17]([OH:21])[cH:18][cH:19][c:20]21)[C:32](=[CH:33][N+:34](=[O:35])[O-:36])[NH:37][CH2:38][CH2:39][CH2:40][C:41]([C:42]([F:43])([F:44])[F:45])([F:46])[F:47]. Reactants: CSC(=C[N+](=O)[O-])NCCCC(F)(F)C(F)(F)F, CC1(c2ccc(O)cc2)CSc2cc(O)ccc2C1CCCCCCCCCN. Starting materials: CC(C)(C)OC(=O)N1CCC(CO)CC1, BrC(Br)(Br)Br, CCOCC, c1ccc(P(c2ccccc2)c2ccccc2)cc1. Product: CC(C)(C)OC(=O)N1CCC(CBr)CC1. As a reaction SMILES: [C:1]([CH3:2])([CH3:3])([CH3:4])[O:5][C:6](=[O:7])[N:8]1[CH2:9][CH2:10][CH:11]([CH2:14][OH:15])[CH2:12][CH2:13]1.[C:35]([Br:36])([Br:37])([Br:38])[Br:39].[CH3:40][CH2:41][O:42][CH2:43][CH3:44].[c:16]1([P:17]([c:18]2[cH:19][cH:20][cH:21][cH:22][cH:23]2)[c:24]2[cH:25][cH:26][cH:27][cH:28][cH:29]2)[cH:30][cH:31][cH:32][cH:33][cH:34]1>>[C:1]([CH3:2])([CH3:3])([CH3:4])[O:5][C:6](=[O:7])[N:8]1[CH2:9][CH2:10][CH:11]([CH2:14][Br:36])[CH2:12][CH2:13]1. Starting materials: ClC1=NC=C(C(=C1)N)[N+](=O)[O-] (2-chloro-5-nitropyridin-4-amine), C(C)O (ethanol). Reagents/catalysts: [Pd] (Pd/C). Reaction conditions: temperature 90 celsius, time 1 hour. Yields the product ClC1=CC2=C(C=N1)N=CN2 (6-Chloro-1H-imidazo[4,5-c]pyridine). As a reaction SMILES: [Cl:1][C:2]1[CH:7]=[C:6]([NH2:8])[C:5]([N+:9]([O-])=O)=[CH:4][N:3]=1.[CH2:12](O)C>[Pd]>[Cl:1][C:2]1[N:3]=[CH:4][C:5]2[N:9]=[CH:12][NH:8][C:6]=2[CH:7]=1. Procedure: A suspension of 1.04 g of 2-chloro-5-nitropyridin-4-amine (example E6) in 100 ml ethanol was treated with 50 mg Pd/C (10% Pd) and hydrogenated for 12 h under atmospheric pressure. The reaction mixture was filtered through a plug of CELITE® (diatomaceous earth) and the filtrate was concentrated under vacuum. The resulting oil was treated with 4 ml diethoxymethyl acetate and stirred for 2 h at room temperature and for one hour at 90° C. The reaction mixture was allowed to cool down to room tempera... The reactants are [N+](=O)([O-])C=1C=C(C=C(C(=O)OC)C(=O)C)C=CC1 (methyl 2-(3-nitrobenzylidene)acetoacetate), C(C(=O)C)C1=NC(=NO1)CN(C)CC1=CC=CC=C1 (5-acetonyl-3-(N-benzyl-N-methylamino)methyl-1,2,4-oxadiazole), O.N (ammonia water). Run in C(C)(C)O (isopropyl alcohol). The product is CC=1NC(=C(C(C1C1=NC(=NO1)CN(C)CC1=CC=CC=C1)C1=CC(=CC=C1)[N+](=O)[O-])C(=O)OC)C (methyl 1,4-dihydro-2,6-dimetyl-3-[3-(N-benzyl-N-methylamino)methyl-1,2,4-oxadiazol-5-yl]-4-(3-nitrophenyl)pyridine-5-carboxylate). RXN SMILES: [N+:1]([C:4]1[CH:5]=[C:6]([CH:16]=[CH:17][CH:18]=1)[CH:7]=[C:8]([C:13]([CH3:15])=O)[C:9]([O:11][CH3:12])=[O:10])([O-:3])=[O:2].[CH2:19]([C:23]1[O:27][N:26]=[C:25]([CH2:28][N:29]([CH2:31][C:32]2[CH:37]=[CH:36][CH:35]=[CH:34][CH:33]=2)[CH3:30])[N:24]=1)[C:20]([CH3:22])=O.O.[NH3:39]>C(O)(C)C>[CH3:22][C:20]1[NH:39][C:13]([CH3:15])=[C:8]([C:9]([O:11][CH3:12])=[O:10])[CH:7]([C:6]2[CH:16]=[CH:17][CH:18]=[C:4]([N+:1]([O-:3])=[O:2])[CH:5]=2)[C:19]=1[C:23]1[O:27][N:26]=[C:25]([CH2:28][N:29]([CH2:31][C:32]2[CH:37]=[CH:36][CH:35]=[CH:34][CH:33]=2)[CH3:30])[N:24]=1 |f:2.3|. Procedure: A mixture of 250 mg of methyl 2-(3-nitrobenzylidene)acetoacetate, 260 mg of 5-acetonyl-3-(N-benzyl-N-methylamino)methyl-1,2,4-oxadiazole, 3 ml of isopropyl alcohol and 40 mg of 29% ammonia water was reacted and worked up as described in Example 104 to give methyl 1,4-dihydro-2,6-dimetyl-3-[3-(N-benzyl-N-methylamino)methyl-1,2,4-oxadiazol-5-yl]-4-(3-nitrophenyl)pyridine-5-carboxylate, m.p. 126°-127° C.